The task is: describe an organic reaction: reactants, conditions, products, and yield. This data is from the Open Reaction Database (ORD), a public repository of structured organic reaction records. Reactants: C(C)(C)O (isopropyl alcohol), C[O-].[Na+] (sodiummethylate), C1=CC=CC1 (cyclopentadiene), C1(CCCCC1)=O (cyclohexanone). Run in O (water). Product: C1CCC(=C2C=CC=C2)CC1 (Pentamethylene Fulvene). As a reaction SMILES: C(O)(C)C.C[O-].[Na+].[CH:8]1[CH2:12][CH:11]=[CH:10][CH:9]=1.[C:13]1(=O)[CH2:18][CH2:17][CH2:16][CH2:15][CH2:14]1>O>[CH2:13]1[CH2:18][CH2:17][C:16](=[C:9]2[CH:8]=[CH:12][CH:11]=[CH:10]2)[CH2:15][CH2:14]1 |f:1.2|. Procedure: To a flask containing isopropyl alcohol (500 ml) and 25% sodiummethylate solution (10 g) are added a mixture of cyclopentadiene (150 g) and cyclohexanone (200 g) over a period of two hours. When addition is complete, the mixture is mixed with water and the organic layer extracted into hexane.